From a dataset of the Open Reaction Database (ORD), a public repository of structured organic reaction records. describe an organic reaction: reactants, conditions, products, and yield Reactants: C(C)(C)(C)C(=CC1=CC(=CC=C1)[N+](=O)[O-])C(=O)C(=CC1=CC(=CC=C1)[N+](=O)[O-])C(C)(C)C (t-Butyl-3-nitrostyrylketone), 326(M), C1(CC(CCC1)=O)=O (1.3-cyclohexanedione), C(C)(=O)[O-].[NH4+] (ammonium acetate). Run in C(C)O (ethanol). Yields the product C(C)(C)(C)C=1NC=2CCCC(C2C(C1)C1=CC(=CC=C1)[N+](=O)[O-])=O (2-(t-Butyl)-4-(3-nitrophenyl)-4,6,7,8-tetrahydro-5(1H)-quinolone). Reaction SMILES: C([C:5]([C:16]([C:18]([C:29](C)(C)C)=[CH:19]C1C=CC=C([N+]([O-])=O)C=1)=O)=[CH:6][C:7]1[CH:12]=[CH:11][CH:10]=[C:9]([N+:13]([O-:15])=[O:14])[CH:8]=1)(C)(C)C.[C:33]1(=[O:40])[CH2:38][CH2:37][CH2:36][C:35](=O)[CH2:34]1.[C:41]([O-])(=O)C.[NH4+:45]>C(O)C>[C:18]([C:16]1[NH:45][C:37]2[CH2:36][CH2:35][CH2:34][C:33](=[O:40])[C:38]=2[CH:6]([C:7]2[CH:12]=[CH:11][CH:10]=[C:9]([N+:13]([O-:15])=[O:14])[CH:8]=2)[CH:5]=1)([CH3:19])([CH3:29])[CH3:41] |f:2.3|. Procedure details: t-Butyl-3-nitrostyrylketone (1.81 g), 1.3-cyclohexanedione (0.82 g), and ammonium acetate (1.25 g) were combined in ethanol (50 mL) and heated at reflux for 7.5 hours. Following removal of solvent and chromatography (hexane/ethyl acetate; 1:1 and methylene chloride/acetonitrile 9:1) the title compound (0.54 g) was obtained as a yellow solid; mp 180°-181.5° C.; NMR: 1.12 (s,9, CH3), 1.68-1.95 (m,2, CH2), 2.06-2.27 (m,2, CH2), 2.42-2.67 (m,2, CH2), 4.61 (d,1, J=5.2 CH), 4.72 (dd,1, J=5.2, 1.8; CH)...